From a dataset of the Open Reaction Database (ORD), a public repository of structured organic reaction records. describe an organic reaction: reactants, conditions, products, and yield Starting materials: C(C)O\C(\C(=O)OCC)=C/C1=CC=C(C=C1)C1=CC(=CC=C1)NC (ethyl (Z)-2-ethoxy-3-(3′-methylaminobiphenyl-4-yl)acrylate), CC1=CC=C(C=C1)N=C=O (4-methylphenyl isocyanate). Run at temperature 50 celsius. Yields the product C(C)O\C(\C(=O)OCC)=C/C1=CC=C(C=C1)C1=CC(=CC=C1)N(C(=O)NC1=CC=C(C=C1)C)C (ethyl (Z)-2-ethoxy-3-[3′-(1-methyl-3-p-tolylureido)biphenyl-4-yl]acrylate). Isolated yield 87.2%. RXN SMILES: [CH2:1]([O:3]/[C:4](=[CH:10]\[C:11]1[CH:16]=[CH:15][C:14]([C:17]2[CH:22]=[CH:21][CH:20]=[C:19]([NH:23][CH3:24])[CH:18]=2)=[CH:13][CH:12]=1)/[C:5]([O:7][CH2:8][CH3:9])=[O:6])[CH3:2].[CH3:25][C:26]1[CH:31]=[CH:30][C:29]([N:32]=[C:33]=[O:34])=[CH:28][CH:27]=1>>[CH2:1]([O:3]/[C:4](=[CH:10]\[C:11]1[CH:16]=[CH:15][C:14]([C:17]2[CH:22]=[CH:21][CH:20]=[C:19]([N:23]([CH3:24])[C:33]([NH:32][C:29]3[CH:30]=[CH:31][C:26]([CH3:25])=[CH:27][CH:28]=3)=[O:34])[CH:18]=2)=[CH:13][CH:12]=1)/[C:5]([O:7][CH2:8][CH3:9])=[O:6])[CH3:2]. Reported procedure: A mixture of 1 g (3 mmol) of ethyl (Z)-2-ethoxy-3-(3′-methylaminobiphenyl-4-yl)acrylate (prepared according to Example 41b) and 0.8 mL (6 mmol) of 4-methylphenyl isocyanate is placed in a sealed tube and heated at 50° C. for 15 hours. The reaction medium is cooled and the residue obtained is purified by chromatography on a column of silica eluted with a 7/3 heptane/ethyl acetate mixture. 1.2 g (85%) of ethyl (Z)-2-ethoxy-3-[3′-(1-methyl-3-p-tolylureido)biphenyl-4-yl]acrylate are obtained in the ... Run at temperature 50 celsius, time 8 hour. Reaction SMILES: [NH2:1][C:2]1[C:3]([F:28])=[CH:4][C:5]([F:27])=[C:6]([N:8]2[C:17]3[C:12](=[CH:13][C:14]([F:20])=[C:15](F)[C:16]=3[Cl:18])[C:11](=[O:21])[C:10]([C:22](OCC)=[O:23])=[CH:9]2)[CH:7]=1.[NH3:29].C[N:31](C)C=O>>[NH2:29][C:15]1[C:16]([Cl:18])=[C:17]2[C:12]([C:11](=[O:21])[C:10]([C:22]([NH2:31])=[O:23])=[CH:9][N:8]2[C:6]2[CH:7]=[C:2]([NH2:1])[C:3]([F:28])=[CH:4][C:5]=2[F:27])=[CH:13][C:14]=1[F:20]. The reactants are N (ammonia), NC=1C(=CC(=C(C1)N1C=C(C(C2=CC(=C(C(=C12)Cl)F)F)=O)C(=O)OCC)F)F (Ethyl 1-(5-amino-2,4-difluorophenyl)-8-chloro-6,7-difluoro-4-oxo-1,4-dihydroquinoline-3-carboxylate), CN(C=O)C (N,N-dimethylformamide), N (ammonia). Product: NC1=C(C=C2C(C(=CN(C2=C1Cl)C1=C(C=C(C(=C1)N)F)F)C(=O)N)=O)F (7-Amino-1-(5-amino-2,4-difluorophenyl)-8-chloro-6-fluoro-4-oxo-1,4-dihydroquinoline-3-amidocarboxylic Acid). Procedure: Ethyl 1-(5-amino-2,4-difluorophenyl)-8-chloro-6,7-difluoro-4-oxo-1,4-dihydroquinoline-3-carboxylate (200 mg) was dissolved in N,N-dimethylformamide (4 ml). 28% Aqueous ammonia (1 ml) was added to this solution, and the mixture was stirred overnight at 50° C. in a closed state. Additional 28% aqueous ammonia (2 ml) was added, and the mixture was stirred overnight in the same manner as described above. After the temperature of the reaction mixture was given back to room temperature, it was concent... Reactants: C1(=CC=CC=C1)SC[C@@H](CC(=O)OC)NC1=C(C=C(C=C1)S(N)(=O)=O)S(=O)(=O)C(F)(F)F ((R)-methyl 4-(phenylthio)-3-(4-sulfamoyl-2-(trifluoromethylsulfonyl)phenylamino)butanoate), C1(=CC=CC=C1)SC[C@@H](CC(=O)OC)NC1=C(C=C(C=C1)S(N)(=O)=O)S(=O)(=O)C(F)(F)F ((R)-methyl 4-(phenylthio)-3-(4-sulfamoyl-2-(trifluoromethylsulfonyl)phenylamino)butanoate), CC(C)C[AlH]CC(C)C (DIBAL-H), CCCCCCC (heptane), [C@@H]([C@H](C(=O)[O-])O)(C(=O)[O-])O.[Na+].[K+] (Rochelle's salt). Run in O (Water), C(Cl)Cl (DCM), CO (Methanol). Reaction conditions: temperature -78 celsius, time 3 hour. Product: O=CC[C@H](CSC1=CC=CC=C1)NC1=C(C=C(C=C1)S(=O)(=O)N)S(=O)(=O)C(F)(F)F ((R)-4-(4-oxo-1-(phenylthio)butan-2-ylamino)-3-(trifluoromethylsulfonyl)benzenesulfonamide). Reaction SMILES: [C:1]1([S:7][CH2:8][C@H:9]([NH:15][C:16]2[CH:21]=[CH:20][C:19]([S:22](=[O:25])(=[O:24])[NH2:23])=[CH:18][C:17]=2[S:26]([C:29]([F:32])([F:31])[F:30])(=[O:28])=[O:27])[CH2:10][C:11](OC)=[O:12])[CH:6]=[CH:5][CH:4]=[CH:3][CH:2]=1.CC(C[AlH]CC(C)C)C.CCCCCCC.[C@H](O)(C([O-])=O)[C@@H](O)C([O-])=O.[Na+].[K+]>C(Cl)Cl.O.CO>[O:12]=[CH:11][CH2:10][C@@H:9]([NH:15][C:16]1[CH:21]=[CH:20][C:19]([S:22]([NH2:23])(=[O:24])=[O:25])=[CH:18][C:17]=1[S:26]([C:29]([F:30])([F:31])[F:32])(=[O:28])=[O:27])[CH2:8][S:7][C:1]1[CH:2]=[CH:3][CH:4]=[CH:5][CH:6]=1 |f:3.4.5|. Procedure: A mixture of (R)-methyl 4-(phenylthio)-3-(4-sulfamoyl-2-(trifluoromethylsulfonyl)phenylamino)butanoate (INTERMEDIATE 7, 3.1 g, 6.05 mmol) in DCM (155 ml) was cooled to −78° C. and DIBAL-H in heptane (18.1 ml, 18.1 mmol) was added dropwise. After addition was complete, the mixture was stirred for 3 hours at −78° C. Methanol (8 ml) and an aqueous solution of Rochelle's salt (15.0 ml) were added sequentially, and the reaction mixture was warmed to r.t. Water (150 ml) was added to the reaction, and ... Starting materials: BrC1=CC=C(C=C1)I (1-bromo-4-iodo benzene), C(C1=CC=CC=C1)C1CCNCC1 (4-benzylpiperidine), sodium tert-butylate, C1(=CC=CC2=CC=CC=C12)C1=CC=CC2=CC=CC=C12 (1,1′-binaphtyl). Reagents/catalysts: C=1C=CC(=CC1)/C=C/C(=O)/C=C/C2=CC=CC=C2.C=1C=CC(=CC1)/C=C/C(=O)/C=C/C2=CC=CC=C2.C=1C=CC(=CC1)/C=C/C(=O)/C=C/C2=CC=CC=C2.[Pd].[Pd] (tris(dibenzylideneacetone)dipalladium). Run in O1CCCC1 (tetrahydrofuran). Run at time 8 hour. The product is C(C1=CC=CC=C1)C1CCN(CC1)C1=CC=C(C=C1)Br (4-benzyl-1-(4-bromo-phenyl)-piperidine). Reaction SMILES: [Br:1][C:2]1[CH:7]=[CH:6][C:5](I)=[CH:4][CH:3]=1.[CH2:9]([CH:16]1[CH2:21][CH2:20][NH:19][CH2:18][CH2:17]1)[C:10]1[CH:15]=[CH:14][CH:13]=[CH:12][CH:11]=1.C1(C2C3C(=CC=CC=3)C=CC=2)C2C(=CC=CC=2)C=CC=1>O1CCCC1.C1C=CC(/C=C/C(/C=C/C2C=CC=CC=2)=O)=CC=1.C1C=CC(/C=C/C(/C=C/C2C=CC=CC=2)=O)=CC=1.C1C=CC(/C=C/C(/C=C/C2C=CC=CC=2)=O)=CC=1.[Pd].[Pd]>[CH2:9]([CH:16]1[CH2:21][CH2:20][N:19]([C:5]2[CH:6]=[CH:7][C:2]([Br:1])=[CH:3][CH:4]=2)[CH2:18][CH2:17]1)[C:10]1[CH:15]=[CH:14][CH:13]=[CH:12][CH:11]=1 |f:4.5.6.7.8|. Procedure details: A mixture of 1-bromo-4-iodo benzene (0.500 g), 4-benzylpiperidine (0.25 mL), sodium-tert-butylate (0.238 g), tris(dibenzylideneacetone)dipalladium (0.016 g) and 2,2′-bis/diphenylphosphino)-1,1′-binaphtyl racemate (0.018 g) is dissolved in tetrahydrofuran and stirred at room temperature overnight. The reaction mixture is concentrated and the resulting residue is loaded on Celite and purified by silica gel chromatography (4:1 hexanes/ethyl acetate) to give 4-benzyl-1-(4-bromo-phenyl)-piperidine as... The reactants are N[C@@H](CCSC)C(=O)O (L-methionine), γ-cresol, N[C@@H](CS)C(=S)O (thiocysteine), C(C(O)C)(=S)O (thiolactic acid), C(CS)(=O)O (thioglycolic acid), ClCCC(C(=O)O)N (γ-chloro-α-amino butyric acid), COCCC(C(=O)O)N (γ-methoxy-α-amino butyric acid), C(C)(=S)O (thioacetic acid). The product is C1=CC=C2C(=C1)C(=O)C(C2=O)(O)O (ninhydrin). Reaction SMILES: N[C@H:2]([C:7]([OH:9])=[O:8])[CH2:3][CH2:4]SC.Cl[CH2:11][CH2:12][CH:13](N)[C:14](O)=O.[CH3:18][O:19]CCC(N)C(O)=O.N[C@H](C([OH:33])=S)CS.C(O)(=S)C.C(O)(=O)CS.C(O)(=S)C(C)O>>[CH:12]1[CH:11]=[C:3]2[C:2]([C:7]([OH:9])([OH:8])[C:18](=[O:19])[C:4]2=[CH:14][CH:13]=1)=[O:33]. Reported procedure: In a manner analogous to that mentioned above, L-methionine, γ-chloro-α-amino butyric acid, and γ-methoxy-α-amino butyric acid were contacted each with thiocysteine, γ-cresol, thioacetic acid, thioglycolic acid and thiolactic acid. Rf of the ninhydrin positive spot of the compounds produced were different from L-methionine, γ-chloro-α-amino butyric acid, and γ-methoxy-α-amino butyric acid, and thus new amino acids were produced. RXN SMILES: [Cl-].[Li+].[CH3:3][N:4]1[C@H:13]2[C@@:8]([CH3:19])([C:9]3[CH:17]=[CH:16][C:15](Br)=[CH:14][C:10]=3[CH2:11][CH2:12]2)[CH2:7][CH2:6][C:5]1=[O:20].C[Si](C)(C)[N-][Si](C)(C)C.[Li+].C[Li].C([Li])CCC.[CH3:38][S:39]SC>O1CCCC1>[CH3:3][N:4]1[C@H:13]2[C@@:8]([CH3:19])([C:9]3[CH:17]=[CH:16][C:15]([S:39][CH3:38])=[CH:14][C:10]=3[CH2:11][CH2:12]2)[CH2:7][CH2:6][C:5]1=[O:20] |f:0.1,3.4|. Reaction conditions: temperature -70 celsius, time 10 minute. The yield is 1140.9%. The product is CN1C(CC[C@@]2(C3=C(CC[C@@H]12)C=C(C=C3)SC)C)=O ((+)-(4aR)-(10bR)-4-methyl-8-methylthio-10b-methyl-1,2,3,4,4a,5,6,10b-octahydrobenzo[f]quinolin-3-one). Reported procedure: Lithium chloride (1.80 grams, 2.46 mmole; 10 equivalents) was rapidly weighed and placed in a 500 ml flask equipped with mechanical stirring, pressure equalizing addition funnel, thermocouple, injection septum and nitrogen inlet. (+)-(4aR)-(10bR)-4-Methyl-8-bromo-10b-methyl-1,2,3,4,4a,5,6,10b-octahydrobenzo[f]quinolin-3-one (13.09 grams, 2.46 mmole; 1.0 equivalents) and 100 mL of dry tetrahydrofuran were added and stirred until dissolved (10-15 minutes.). Then, 46.71 mL of lithium hexamethyldisi... Solvent: O1CCCC1 (tetrahydrofuran), O1CCCC1 (tetrahydrofuran), O1CCCC1 (tetrahydrofuran). The reactants are CN1C(CC[C@@]2(C3=C(CC[C@@H]12)C=C(C=C3)Br)C)=O ((+)-(4aR)-(10bR)-4-Methyl-8-bromo-10b-methyl-1,2,3,4,4a,5,6,10b-octahydrobenzo[f]quinolin-3-one), C[Si]([N-][Si](C)(C)C)(C)C.[Li+] (lithium hexamethyldisilazide), [Cl-].[Li+] (Lithium chloride), C[Li] (Methyllithium), C(CCC)[Li] (n-butyllithium), CSSC (Dimethyldisulfide). Reactants: C(CCC)N=C=O (butyl isocyanate), C(C=C)(=O)OCCO (2-hydroxyethyl acrylate), COC1=CC=C(O)C=C1 (hydroquinone monomethyl ether). The product is C(C=C)(=O)OCCOC(NCCCC)=O (1-butane carbamic acid 2-acryloyloxyethyl ester). RXN SMILES: [CH2:1]([N:5]=[C:6]=[O:7])[CH2:2][CH2:3][CH3:4].[C:8]([O:12][CH2:13][CH2:14][OH:15])(=[O:11])[CH:9]=[CH2:10].COC1C=CC(O)=CC=1>>[C:8]([O:12][CH2:13][CH2:14][O:15][C:6](=[O:7])[NH:5][CH2:1][CH2:2][CH2:3][CH3:4])(=[O:11])[CH:9]=[CH2:10]. Procedure details: 145.3 grams of butyl isocyanate and 180.7 grams of 2-hydroxyethyl acrylate, stabilized with 400 ppm of hydroquinone monomethyl ether, were reacted together for 6 hours at 75° C. to give 1-butane carbamic acid 2-acryloyloxyethyl ester. Starting materials: CI, CCO, [K+], [OH-], O, OCCc1cn[nH]c1. Yields the product Cn1cc(CCO)cn1. Reaction SMILES: [CH3:11][I:12].[CH3:14][CH2:15][OH:16].[K+:10].[OH-:9].[OH2:13].[nH:1]1[n:2][cH:3][c:4]([CH2:6][CH2:7][OH:8])[cH:5]1>>[n:1]1([CH3:11])[n:2][cH:3][c:4]([CH2:6][CH2:7][OH:8])[cH:5]1.